This data is from the Open Reaction Database (ORD), a public repository of structured organic reaction records. The task is: describe an organic reaction: reactants, conditions, products, and yield Reactants: COC(=O)CBr, CCc1c(CC(N)=O)c2c(O)cccc2n1Cc1ccccc1, CCc1c(CC(N)=O)c2c(OCC(=O)OC)cccc2n1Cc1ccccc1, CN(C)C=O, O. Product: COC(=O)COc1cccc2c1c(CC(N)=O)cn2Cc1ccccc1. RXN SMILES: [Br:52][CH2:53][C:54]([O:55][CH3:56])=[O:57].[CH2:29]([c:30]1[n:31]([CH2:32][c:33]2[cH:34][cH:35][cH:36][cH:37][cH:38]2)[c:39]2[c:40]([c:41]1[CH2:42][C:43]([NH2:44])=[O:45])[c:46]([OH:47])[cH:48][cH:49][cH:50]2)[CH3:51].[CH3:1][O:2][C:3]([CH2:4][O:5][c:6]1[c:7]2[c:8]([CH2:24][C:25](=[O:26])[NH2:27])[c:9]([CH2:22][CH3:23])[n:10]([CH2:15][c:16]3[cH:17][cH:18][cH:19][cH:20][cH:21]3)[c:11]2[cH:12][cH:13][cH:14]1)=[O:28].[O:58]=[CH:59][N:60]([CH3:61])[CH3:62].[OH2:63]>>[CH3:1][O:2][C:3]([CH2:4][O:5][c:6]1[c:7]2[c:8]([CH2:24][C:25](=[O:26])[NH2:27])[cH:9][n:10]([CH2:15][c:16]3[cH:17][cH:18][cH:19][cH:20][cH:21]3)[c:11]2[cH:12][cH:13][cH:14]1)=[O:28].